This data is from the Open Reaction Database (ORD), a public repository of structured organic reaction records. The task is: describe an organic reaction: reactants, conditions, products, and yield The reactants are CCCCCCCC1CCCC1=O, CC(=O)[O-], CCO, Cl, NO, [Na+], O. Product: CCCCCCCC1CCCC1=NO. As a reaction SMILES: [CH2:1]([CH2:2][CH2:3][CH2:4][CH2:5][CH2:6][CH3:7])[CH:8]1[C:9](=[O:13])[CH2:10][CH2:11][CH2:12]1.[CH3:18][C:19](=[O:20])[O-:21].[CH3:22][CH2:23][OH:24].[ClH:14].[NH2:15][OH:16].[Na+:17].[OH2:25]>>[CH2:1]([CH2:2][CH2:3][CH2:4][CH2:5][CH2:6][CH3:7])[CH:8]1[C:9](=[N:15][OH:16])[CH2:10][CH2:11][CH2:12]1. The yield is 87.3%. Run in C(Cl)Cl (DCM), C(Cl)Cl (DCM). The product is COC1=C(C=CC=C1)C(COC1=CC=C(CC2C(NC(S2)=O)=O)C=C1)=O (5-{4-[2-(2-methoxyphenyl)-2-oxoethoxy]benzyl}-1,3-thiazolidine-2,4-dione). RXN SMILES: O=P12OP3(OP(OP(O3)(O1)=O)(=O)O2)=O.[OH:15][CH:16]([C:33]1[CH:38]=[CH:37][CH:36]=[CH:35][C:34]=1[O:39][CH3:40])[CH2:17][O:18][C:19]1[CH:32]=[CH:31][C:22]([CH2:23][CH:24]2[S:28][C:27](=[O:29])[NH:26][C:25]2=[O:30])=[CH:21][CH:20]=1.CS(C)=O.C(N(CC)C(C)C)(C)C.C([O-])(O)=O.[Na+]>C(Cl)Cl>[CH3:40][O:39][C:34]1[CH:35]=[CH:36][CH:37]=[CH:38][C:33]=1[C:16](=[O:15])[CH2:17][O:18][C:19]1[CH:32]=[CH:31][C:22]([CH2:23][CH:24]2[S:28][C:27](=[O:29])[NH:26][C:25]2=[O:30])=[CH:21][CH:20]=1 |f:4.5|. Starting materials: O=P12OP3(=O)OP(=O)(O1)OP(=O)(O2)O3 (phosphorus pentoxide), OC(COC1=CC=C(CC2C(NC(S2)=O)=O)C=C1)C1=C(C=CC=C1)OC (5-{4-[2-hydroxy-2-(2-methoxyphenyl)ethoxy]benzyl}-1,3-thiazolidine-2,4-dione), C(C)(C)N(C(C)C)CC (N,N-diisopropylethylamine), C(=O)(O)[O-].[Na+] (NaHCO3), CS(=O)C (dimethyl sulfoxide). Reaction conditions: time 15 minute. Procedure: To a stirring solution of phosphorus pentoxide (0.30 g, 1.10 mmol) in DCM (8 ml) at 0° C. was added a solution of 5-{4-[2-hydroxy-2-(2-methoxyphenyl)ethoxy]benzyl}-1,3-thiazolidine-2,4-dione (0.20 g, 0.54 mmol) in DCM (8 ml) followed by dimethyl sulfoxide (0.20 mL, 2.80 mmol). After stirring for 15 minutes, N,N-diisopropylethylamine (0.28 mL, 1.60 mmol) was added. After 45 minutes, the reaction mixture was cast into cold saturated NaHCO3 and extracted with EtOAc (×2). The combined extracts were ... The reactants are CCOC(=O)c1cnn(-c2cccc(-c3ccccc3OCc3ccc(Br)cc3)n2)c1C(F)(F)F, CC#N, OB(O)c1ccc(C(F)(F)F)cc1, [Na+], [Na+], O=C([O-])[O-], Cl[Pd]Cl, c1ccc(P(c2ccccc2)c2ccccc2)cc1, c1ccc(P(c2ccccc2)c2ccccc2)cc1. Product: CCOC(=O)c1cnn(-c2cccc(-c3ccccc3OCc3ccc(-c4ccc(C(F)(F)F)cc4)cc3)n2)c1C(F)(F)F. As a reaction SMILES: [Br:1][c:2]1[cH:3][cH:4][c:5]([CH2:6][O:7][c:8]2[c:9](-[c:14]3[cH:15][cH:16][cH:17][c:18](-[n:20]4[n:21][cH:22][c:23]([C:29](=[O:30])[O:31][CH2:32][CH3:33])[c:24]4[C:25]([F:26])([F:27])[F:28])[n:19]3)[cH:10][cH:11][cH:12][cH:13]2)[cH:34][cH:35]1.[CH3:96][C:97]#[N:98].[F:36][C:37]([c:38]1[cH:39][cH:40][c:41]([B:44]([OH:45])[OH:46])[cH:42][cH:43]1)([F:47])[F:48].[Na+:49].[Na+:50].[O-:51][C:52](=[O:53])[O-:54].[Pd:55]([Cl:56])[Cl:57].[c:58]1([P:59]([c:60]2[cH:61][cH:62][cH:63][cH:64][cH:65]2)[c:66]2[cH:67][cH:68][cH:69][cH:70][cH:71]2)[cH:72][cH:73][cH:74][cH:75][cH:76]1.[c:77]1([P:78]([c:79]2[cH:80][cH:81][cH:82][cH:83][cH:84]2)[c:85]2[cH:86][cH:87][cH:88][cH:89][cH:90]2)[cH:91][cH:92][cH:93][cH:94][cH:95]1>>[c:2]1(-[c:41]2[cH:40][cH:39][c:38]([C:37]([F:36])([F:47])[F:48])[cH:43][cH:42]2)[cH:3][cH:4][c:5]([CH2:6][O:7][c:8]2[c:9](-[c:14]3[cH:15][cH:16][cH:17][c:18](-[n:20]4[n:21][cH:22][c:23]([C:29](=[O:30])[O:31][CH2:32][CH3:33])[c:24]4[C:25]([F:26])([F:27])[F:28])[n:19]3)[cH:10][cH:11][cH:12][cH:13]2)[cH:34][cH:35]1. Reactants: Cc1ccc(C)c(C(=O)Cl)c1, CC1(C)NN(C2CCCCC2)C1=O. Yields the product Cc1ccc(C)c(C(=O)N2N(C3CCCCC3)C(=O)C2(C)C)c1. RXN SMILES: [CH3:14][c:15]1[c:16]([C:17](=[O:18])[Cl:19])[cH:20][c:21]([CH3:24])[cH:22][cH:23]1.[CH:1]1([N:7]2[NH:8][C:9]([CH3:12])([CH3:13])[C:10]2=[O:11])[CH2:2][CH2:3][CH2:4][CH2:5][CH2:6]1>>[CH:1]1([N:7]2[N:8]([C:17]([c:16]3[c:15]([CH3:14])[cH:23][cH:22][c:21]([CH3:24])[cH:20]3)=[O:18])[C:9]([CH3:12])([CH3:13])[C:10]2=[O:11])[CH2:2][CH2:3][CH2:4][CH2:5][CH2:6]1. Reactants: P(Br)(Br)Br (PBr3), BrBr (Br2), CO (methanol), O=P12OP3(=O)OP(=O)(O1)OP(=O)(O2)O3 (P2O5), C(=O)(O)[O-].[Na+] (NaHCO3), CO (Methanol), CO (methanol), C=1C(=CC(=NC1O)O)C(=O)O (Citrazinic acid), BrBr (Br2), P(Br)(Br)Br (PBr3), Br (HBr). The solvent is O (water). The product is BrC=1C=C(C(=O)OC)C=C(N1)Br (Methyl 2,6-dibromoisonicotinate). RXN SMILES: P(Br)(Br)[Br:2].BrBr.O=P12OP3(OP(OP(O3)(O1)=O)(=O)O2)=O.[BrH:21].[CH:22]1[C:23](C(O)=O)=[CH:24][C:25](O)=[N:26][C:27]=1O.[C:33]([O-:36])(O)=O.[Na+].[CH3:38][OH:39]>O>[Br:21][C:25]1[CH:24]=[C:23]([CH:22]=[C:27]([Br:2])[N:26]=1)[C:38]([O:36][CH3:33])=[O:39] |f:5.6|. Procedure details: The compound PBr3 (21.8 ml, 0.232 mol) was loaded into a 250 ml three-neck flask cooled in a room temperature water bath under a flow of nitrogen. Br2 (11.9 ml, 0.231 mol) was then added dropwise with stirring to PBr3 to yield a yellow solid (PBr5). 30 minutes was taken for addition of Br2. P2O5 (12.0 g, 0.083 mol) was then added and the solid mixture was mixed well with a spatula under a flow of nitrogen. A reflux condenser was added via a connection to a water-filled bubbler, to trap evolved H... The product is O=[N+]([O-])c1cccnc1NCc1ccccc1. Reactants: Cc1ccccc1, O=[N+]([O-])c1cccnc1Cl, NCc1ccccc1, [Na+], [Na+], O=C([O-])[O-], O. As a reaction SMILES: [CH3:26][c:27]1[cH:28][cH:29][cH:30][cH:31][cH:32]1.[Cl:1][c:2]1[n:3][cH:4][cH:5][cH:6][c:7]1[N+:8](=[O:9])[O-:10].[NH2:11][CH2:12][c:13]1[cH:14][cH:15][cH:16][cH:17][cH:18]1.[Na+:19].[Na+:20].[O-:21][C:22](=[O:23])[O-:24].[OH2:25]>>[c:2]1([NH:11][CH2:12][c:13]2[cH:14][cH:15][cH:16][cH:17][cH:18]2)[n:3][cH:4][cH:5][cH:6][c:7]1[N+:8](=[O:9])[O-:10].